describe an organic reaction: reactants, conditions, products, and yield From a dataset of the Open Reaction Database (ORD), a public repository of structured organic reaction records. The reactants are O[C@@H]1CC[C@H](CC1)N1C(C2(CC1)CCN(CC2)C(=O)OCC2=CC=CC=C2)=O (benzyl 2-(trans-4-hydroxycyclohexyl)-1-oxo-2,8-diazaspiro[4.5]decane-8-carboxylate). Reagents/catalysts: [Pd] (Pd/C). Solvent: CO (methanol). Reaction conditions: time 3 hour. Product: O[C@@H]1CC[C@H](CC1)N1C(C2(CC1)CCNCC2)=O (2-(trans-4-hydroxycyclohexyl)-2,8-diazaspiro[4.5]decan-1-one). Isolated yield 92.8%. As a reaction SMILES: [OH:1][C@H:2]1[CH2:7][CH2:6][C@H:5]([N:8]2[CH2:12][CH2:11][C:10]3([CH2:17][CH2:16][N:15](C(OCC4C=CC=CC=4)=O)[CH2:14][CH2:13]3)[C:9]2=[O:28])[CH2:4][CH2:3]1>CO.[Pd]>[OH:1][C@H:2]1[CH2:3][CH2:4][C@H:5]([N:8]2[CH2:12][CH2:11][C:10]3([CH2:17][CH2:16][NH:15][CH2:14][CH2:13]3)[C:9]2=[O:28])[CH2:6][CH2:7]1. Procedure details: 200 mg of Pd/C was added a solution of benzyl 2-(trans-4-hydroxycyclohexyl)-1-oxo-2,8-diazaspiro[4.5]decane-8-carboxylate (2.13 g, 0.00551 mol) in methanol (50 mL) under nitrogen. The reaction mixture was stirred under an atmosphere of hydrogen for 3 hrs. The mixture was filtered, and the filtrate was concentrated to give 2-(trans-4-hydroxycyclohexyl)-2,8-diazaspiro[4.5]decan-1-one (1.29 g, 93%). Starting materials: C(C)(=O)NC(C(=O)OC)(SC)C1=CC=CC=C1 (methyl α-acetylamino-α-methylthiophenylacetate), P(OCC)(OCC)OCC (triethyl phosphite). The solvent is CO (methanol). Product: C(C)(=O)NC(C(=O)OC)C1=CC=CC=C1 (methyl α-acetylaminophenylacetate). The yield is 65.5%. As a reaction SMILES: [C:1]([NH:4][C:5]([C:12]1[CH:17]=[CH:16][CH:15]=[CH:14][CH:13]=1)(SC)[C:6]([O:8][CH3:9])=[O:7])(=[O:3])[CH3:2].P(OCC)(OCC)OCC>CO>[C:1]([NH:4][CH:5]([C:12]1[CH:17]=[CH:16][CH:15]=[CH:14][CH:13]=1)[C:6]([O:8][CH3:9])=[O:7])(=[O:3])[CH3:2]. Reported procedure: 145 Milligrams of methyl α-acetylamino-α-methylthiophenylacetate was dissolved in 10 ml of methanol. To the solution 0.15 ml of triethyl phosphite was added, and the system was refluxed for 4.5 hours. Following a reduced pressure concentration, the residue was parted by a column chromatography (Florisil and methylene chloride) to provide 78 mg of methyl α-acetylaminophenylacetate. The yield was 65.5%.